From a dataset of the Open Reaction Database (ORD), a public repository of structured organic reaction records. describe an organic reaction: reactants, conditions, products, and yield Starting materials: C(C)(C)(C)OC(=O)N1[C@@H](CN([C@H](C1)CN1C(CCC1)=O)CC1=CC=CC=C1)C ((2R,5S)-4-Benzyl-2-methyl-5-(2-oxo-pyrrolidin-1-ylmethyl)-piperazine-1-carboxylic acid tert-butyl ester). The reagents and catalysts are [Pd] (Pd/C). Run in C(C)(=O)O.C(C)O (acetic acid ethanol). Reaction conditions: time 1 hour. The product is C(C)(C)(C)OC(=O)N1[C@@H](CN[C@H](C1)CN1C(CCC1)=O)C ((2R,5S)-2-Methyl-5-(2-oxo-pyrrolidin-1-ylmethyl)-piperazine-1-carboxylic acid tert-butyl ester). The yield is 86.0%. Reaction SMILES: [C:1]([O:5][C:6]([N:8]1[CH2:13][C@H:12]([CH2:14][N:15]2[CH2:19][CH2:18][CH2:17][C:16]2=[O:20])[N:11](CC2C=CC=CC=2)[CH2:10][C@H:9]1[CH3:28])=[O:7])([CH3:4])([CH3:3])[CH3:2]>C(O)(=O)C.C(O)C.[Pd]>[C:1]([O:5][C:6]([N:8]1[CH2:13][C@H:12]([CH2:14][N:15]2[CH2:19][CH2:18][CH2:17][C:16]2=[O:20])[NH:11][CH2:10][C@H:9]1[CH3:28])=[O:7])([CH3:4])([CH3:2])[CH3:3] |f:1.2|. Reported procedure: (2R,5S)-4-Benzyl-2-methyl-5-(2-oxo-pyrrolidin-1-ylmethyl)-piperazine-1-carboxylic acid tert-butyl ester (5.9 g, 15.25 mmol) and 10% Pd/C (2.13 g, 1.5 mmol) were dissolved in glacial acetic acid/ethanol (27.2 mL/72.6 mL) and stirred under hydrogen at 1 bar for 1 h. The mixture was filtered and the filtrate concentrated. Saturated aqueous sodium hydrogen carbonate and EtOAc were added. The EtOAc layer was separated and the aqueous phase extracted with DCM (3×). The combined DCM layers were dried w... Starting materials: CC1(Cn2cc([N+](=O)[O-])nc2Cl)CO1, CC(C)(C)OC(=O)NC1CCNCC1. Product: CC(O)(CN1CCC(NC(=O)OC(C)(C)C)CC1)Cn1cc([N+](=O)[O-])nc1Cl. As a reaction SMILES: [Cl:1][c:2]1[n:3]([CH2:10][C:11]2([CH3:14])[O:12][CH2:13]2)[cH:4][c:5]([N+:7](=[O:8])[O-:9])[n:6]1.[NH:15]1[CH2:16][CH2:17][CH:18]([NH:21][C:22]([O:23][C:24]([CH3:25])([CH3:26])[CH3:27])=[O:28])[CH2:19][CH2:20]1>>[Cl:1][c:2]1[n:3]([CH2:10][C:11]([OH:12])([CH2:13][N:15]2[CH2:16][CH2:17][CH:18]([NH:21][C:22]([O:23][C:24]([CH3:25])([CH3:26])[CH3:27])=[O:28])[CH2:19][CH2:20]2)[CH3:14])[cH:4][c:5]([N+:7](=[O:8])[O-:9])[n:6]1.